describe an organic reaction: reactants, conditions, products, and yield From a dataset of the Open Reaction Database (ORD), a public repository of structured organic reaction records. Reactants: ON=C(C(=O)C1=CC=NC=C1)C (4-(2-hydroxyiminopropionyl)pyridine), O.N (ammonia water), COC1=C(C=O)C=CC(=C1)OC (2,4-dimethoxybenzaldehyde). The solvent is O1CCOCC1 (dioxane), C(C)O (ethanol). Yields the product ON1C(=NC(=C1C)C1=CC=NC=C1)C1=C(C=C(C=C1)OC)OC (1-hydroxy-2-(2,4-dimethoxyphenyl)-5-methyl-4-(4-pyridyl)imidazole). RXN SMILES: [OH:1][N:2]=[C:3]([CH3:12])[C:4]([C:6]1[CH:11]=[CH:10][N:9]=[CH:8][CH:7]=1)=O.O.[NH3:14].[CH3:15][O:16][C:17]1[CH:24]=[C:23]([O:25][CH3:26])[CH:22]=[CH:21][C:18]=1[CH:19]=O>O1CCOCC1.C(O)C>[OH:1][N:2]1[C:3]([CH3:12])=[C:4]([C:6]2[CH:11]=[CH:10][N:9]=[CH:8][CH:7]=2)[N:14]=[C:19]1[C:18]1[CH:21]=[CH:22][C:23]([O:25][CH3:26])=[CH:24][C:17]=1[O:16][CH3:15] |f:1.2|. Procedure: To a suspension of 4-(2-hydroxyiminopropionyl)pyridine (2.0 g) in a mixture of dioxane (40 ml) and ethanol were added conc. ammonia water (58 ml) and 2,4-dimethoxybenzaldehyde (2.02 g), and the mixture was stirred at ambient temperature for 1 week. After evaporation, the mixture was triturated with chloroform to give 1-hydroxy-2-(2,4-dimethoxyphenyl)-5-methyl-4-(4-pyridyl)imidazole (3.01 g). The reactants are CS(=O)(=O)Cl, ClCCl, COc1ccc(CN(Cc2ccc(OC)cc2)c2cc(-c3cc(C(C)N4CCNCC4)cnc3F)nc(C)n2)cc1, [Na+], [OH-]. Yields the product COc1ccc(CN(Cc2ccc(OC)cc2)c2cc(-c3cc(C(C)N4CCN(S(C)(=O)=O)CC4)cnc3F)nc(C)n2)cc1. As a reaction SMILES: [CH3:42][S:43]([Cl:44])(=[O:45])=[O:46].[Cl:49][CH2:50][Cl:51].[F:1][c:2]1[n:3][cH:4][c:5]([CH:34]([CH3:35])[N:36]2[CH2:37][CH2:38][NH:39][CH2:40][CH2:41]2)[cH:6][c:7]1-[c:8]1[cH:9][c:10]([N:15]([CH2:16][c:17]2[cH:18][cH:19][c:20]([O:23][CH3:24])[cH:21][cH:22]2)[CH2:25][c:26]2[cH:27][cH:28][c:29]([O:32][CH3:33])[cH:30][cH:31]2)[n:11][c:12]([CH3:14])[n:13]1.[Na+:48].[OH-:47]>>[F:1][c:2]1[n:3][cH:4][c:5]([CH:34]([CH3:35])[N:36]2[CH2:37][CH2:38][N:39]([S:43]([CH3:42])(=[O:45])=[O:46])[CH2:40][CH2:41]2)[cH:6][c:7]1-[c:8]1[cH:9][c:10]([N:15]([CH2:16][c:17]2[cH:18][cH:19][c:20]([O:23][CH3:24])[cH:21][cH:22]2)[CH2:25][c:26]2[cH:27][cH:28][c:29]([O:32][CH3:33])[cH:30][cH:31]2)[n:11][c:12]([CH3:14])[n:13]1.